From a dataset of the Open Reaction Database (ORD), a public repository of structured organic reaction records. describe an organic reaction: reactants, conditions, products, and yield Run at temperature 150 celsius. Procedure details: 2,3-Diamino-N-cyclopentyl-5-(3,5-dimethylisoxazol-4-yl)benzenesulfonamide (58 mg, 0.17 mmol) was dissolved in DMF (2 mL). To the solution was added CDI (360 mg, 4 mmol) and TEA (1 mL). The reaction was heated at 150° C. in microwave for 10 h. The solvent was evaporated and the residue was purified by preparative HPLC (0-100% CH3CN/H2O) to afford N-cyclopentyl-6-(3,5-dimethylisoxazol-4-yl)-2-oxo-2,3-dihydro-1H-benzo[d]imidazole-4-sulfonamide. Product: C1(CCCC1)NS(=O)(=O)C1=CC(=CC=2NC(NC21)=O)C=2C(=NOC2C)C (N-cyclopentyl-6-(3,5-dimethylisoxazol-4-yl)-2-oxo-2,3-dihydro-1H-benzo[d]imidazole-4-sulfonamide). The solvent is CN(C)C=O (DMF). Reaction SMILES: [NH2:1][C:2]1[C:7]([NH2:8])=[CH:6][C:5]([C:9]2[C:10]([CH3:15])=[N:11][O:12][C:13]=2[CH3:14])=[CH:4][C:3]=1[S:16]([NH:19][CH:20]1[CH2:24][CH2:23][CH2:22][CH2:21]1)(=[O:18])=[O:17].C1N=CN([C:30](N2C=NC=C2)=[O:31])C=1>CN(C=O)C>[CH:20]1([NH:19][S:16]([C:3]2[C:2]3[NH:1][C:30](=[O:31])[NH:8][C:7]=3[CH:6]=[C:5]([C:9]3[C:10]([CH3:15])=[N:11][O:12][C:13]=3[CH3:14])[CH:4]=2)(=[O:17])=[O:18])[CH2:24][CH2:23][CH2:22][CH2:21]1. Reactants: C1=CN(C=N1)C(=O)N2C=CN=C2 (CDI), TEA, NC1=C(C=C(C=C1N)C=1C(=NOC1C)C)S(=O)(=O)NC1CCCC1 (2,3-Diamino-N-cyclopentyl-5-(3,5-dimethylisoxazol-4-yl)benzenesulfonamide). The reactants are FC(C(=O)O)(F)F (Trifluoroacetic acid), CC1(C=2C=CC(=NC2CCC1)OCC1=CC=CC=C1)O (5,6,7,8-tetrahydro-5-methyl-2-(phenylmethoxy)-quinolin-5-ol), C1(=CC=CC=C1)CON (phenylmethoxyamine). Solvent: C1(=CC=CC=C1)C (toluene). Reaction conditions: time 24 hour. The product is CC1(C=2C=CC(=NC2CCC1)OCC1=CC=CC=C1)NOCC1=CC=CC=C1 (5,6,7,8-tetrahydro-5-methyl-N,2-bis(phenylmethoxy)-5-quinolinamine). Yield: 77.5%. Reaction SMILES: FC(F)(F)C(O)=O.[CH3:8][C:9]1(O)[CH2:18][CH2:17][CH2:16][C:15]2[N:14]=[C:13]([O:19][CH2:20][C:21]3[CH:26]=[CH:25][CH:24]=[CH:23][CH:22]=3)[CH:12]=[CH:11][C:10]1=2.[C:28]1([CH2:34][O:35][NH2:36])[CH:33]=[CH:32][CH:31]=[CH:30][CH:29]=1>C1(C)C=CC=CC=1>[CH3:8][C:9]1([NH:36][O:35][CH2:34][C:28]2[CH:33]=[CH:32][CH:31]=[CH:30][CH:29]=2)[CH2:18][CH2:17][CH2:16][C:15]2[N:14]=[C:13]([O:19][CH2:20][C:21]3[CH:26]=[CH:25][CH:24]=[CH:23][CH:22]=3)[CH:12]=[CH:11][C:10]1=2. Procedure details: Trifluoroacetic acid (17.4 g) was added in one portion to a solution of 5,6,7,8-tetrahydro-5-methyl-2-(phenylmethoxy)-quinolin-5-ol (41 g), phenylmethoxyamine (47 g), and toluene (770 ml) at room temperature. The solution was stirred at room temperature for 24 hrs, and then quenched with concentrated ammonium hydroxide solution. The layers were separated and the aqueous phase was extracted with ethyl acetate. The combined organic layers were washed with brine, dried over potassium carbonate, fil...